This data is from the Open Reaction Database (ORD), a public repository of structured organic reaction records. The task is: describe an organic reaction: reactants, conditions, products, and yield Reactants: CCO, ClCC1CO1, [K+], [OH-], O, CCCCCC(O)c1cccc(O)c1. Yields the product CCCCCC(O)c1cccc(OCC2CO2)c1. As a reaction SMILES: [CH3:22][CH2:23][OH:24].[Cl:15][CH2:16][CH:17]1[CH2:18][O:19]1.[K+:21].[OH-:20].[OH2:25].[OH:1][CH:2]([CH2:3][CH2:4][CH2:5][CH2:6][CH3:7])[c:8]1[cH:9][c:10]([OH:14])[cH:11][cH:12][cH:13]1>>[OH:1][CH:2]([CH2:3][CH2:4][CH2:5][CH2:6][CH3:7])[c:8]1[cH:9][c:10]([O:14][CH2:16][CH:17]2[CH2:18][O:19]2)[cH:11][cH:12][cH:13]1. Reactants: C1CCOC1, CN, CSc1ncc2cc(-c3cc(NC(=O)Nc4cc(C(F)(F)F)no4)c(F)cc3Cl)c(=O)n(C)c2n1. Yields the product CNc1ncc2cc(-c3cc(NC(=O)Nc4cc(C(F)(F)F)no4)c(F)cc3Cl)c(=O)n(C)c2n1. Reaction SMILES: [CH2:38]1[O:39][CH2:40][CH2:41][CH2:42]1.[CH3:36][NH2:37].[Cl:1][c:2]1[cH:3][c:4]([F:35])[c:5]([NH:22][C:23](=[O:24])[NH:25][c:26]2[cH:27][c:28]([C:31]([F:32])([F:33])[F:34])[n:29][o:30]2)[cH:6][c:7]1-[c:8]1[cH:9][c:10]2[c:11]([n:12][c:13]([S:16][CH3:17])[n:14][cH:15]2)[n:18]([CH3:21])[c:19]1=[O:20]>>[Cl:1][c:2]1[cH:3][c:4]([F:35])[c:5]([NH:22][C:23](=[O:24])[NH:25][c:26]2[cH:27][c:28]([C:31]([F:32])([F:33])[F:34])[n:29][o:30]2)[cH:6][c:7]1-[c:8]1[cH:9][c:10]2[c:11]([n:12][c:13]([NH:37][CH3:36])[n:14][cH:15]2)[n:18]([CH3:21])[c:19]1=[O:20]. Reactants: CC(C)CNCC(C)C, CCC=O. Product: CC=CN(CC(C)C)CC(C)C. As a reaction SMILES: [CH2:5]([CH:6]([CH3:7])[CH3:8])[NH:9][CH2:10][CH:11]([CH3:12])[CH3:13].[CH:1]([CH2:2][CH3:3])=[O:4]>>[CH:1](=[CH:2][CH3:3])[N:9]([CH2:5][CH:6]([CH3:7])[CH3:8])[CH2:10][CH:11]([CH3:12])[CH3:13]. Starting materials: BrC1=C(C(=C(N)C=C1)[N+](=O)[O-])F (4-Bromo-3-fluoro-2-nitroaniline), [OH-].[Na+] (sodium hydroxide), Cl[O-].[Na+] (sodium hypochlorite). The solvent is C(C)(C)(C)O (t-butanol). Run at time 10 minute. Yields the product BrC=1C=CC=2C(=[N+](ON2)[O-])C1F (6-Bromo-7-fluorobenzo[c][1,2,5]oxadiazole 1-oxide). Isolated yield 93.9%. RXN SMILES: [Br:1][C:2]1[CH:8]=[CH:7][C:5]([NH2:6])=[C:4]([N+:9]([O-:11])=[O:10])[C:3]=1[F:12].[OH-].[Na+].Cl[O-].[Na+]>C(O)(C)(C)C>[Br:1][C:2]1[CH:8]=[CH:7][C:5]2[C:4]([C:3]=1[F:12])=[N+:9]([O-:11])[O:10][N:6]=2 |f:1.2,3.4|. Procedure: 4-Bromo-3-fluoro-2-nitroaniline (1.5 g, 6.4 mmol) was added to cooled (0-5° C.) solution of sodium hydroxide (96 ml, 2 M, 190 mmol) in 80 mL t-butanol. After stirring for 10 min, 5% sodium hypochlorite solution (46 g, 31 mmol) was added dropwise over 10 min. After stirring for 1 h at 0-5° C., the mixture was extracted twice with 100 mL portions of dichloromethane. The combined extracts were washed with 50 mL saturated NaCl, dried (Na2SO4) and evaporated. The material was purified by silica gel c... The reactants are CO, [Na+], C1COCCO1, [OH-], O, CC(=O)OCCCOc1ccccc1C1(O)CCN(CCC(C(=O)N(C)C)(c2ccccc2)c2ccccc2)CC1. Product: CN(C)C(=O)C(CCN1CCC(O)(c2ccccc2OCCCO)CC1)(c1ccccc1)c1ccccc1. RXN SMILES: [CH3:1][OH:2].[Na+:51].[O:3]1[CH2:4][CH2:5][O:6][CH2:7][CH2:8]1.[OH-:50].[OH2:52].[OH:9][C:10]1([c:36]2[c:37]([O:42][CH2:43][CH2:44][CH2:45][O:46][C:47](=[O:48])[CH3:49])[cH:38][cH:39][cH:40][cH:41]2)[CH2:11][CH2:12][N:13]([CH2:16][CH2:17][C:18]([C:19](=[O:20])[N:21]([CH3:22])[CH3:23])([c:24]2[cH:25][cH:26][cH:27][cH:28][cH:29]2)[c:30]2[cH:31][cH:32][cH:33][cH:34][cH:35]2)[CH2:14][CH2:15]1>>[OH:9][C:10]1([c:36]2[c:37]([O:42][CH2:43][CH2:44][CH2:45][OH:46])[cH:38][cH:39][cH:40][cH:41]2)[CH2:11][CH2:12][N:13]([CH2:16][CH2:17][C:18]([C:19](=[O:20])[N:21]([CH3:22])[CH3:23])([c:24]2[cH:25][cH:26][cH:27][cH:28][cH:29]2)[c:30]2[cH:31][cH:32][cH:33][cH:34][cH:35]2)[CH2:14][CH2:15]1. The reactants are C(C=C)(=O)N1CCC(CC1)N(S(=O)(=O)C1=CC(=CC=C1)C(F)(F)F)C1CC1 (N-(1-Acryloyl-piperidin-4-yl)-N-cyclopropyl-3-trifluoromethyl-benzenesulfonamide), OC1CCNCC1 (4-hydroxypiperidine). Reaction conditions: temperature 150 celsius. Product: C1(CC1)N(S(=O)(=O)C1=CC(=CC=C1)C(F)(F)F)C1CCN(CC1)C(CCN1CCC(CC1)O)=O (N-Cyclopropyl-N-{1-[3-(4-hydroxy-piperidin-1-yl)-propionyl]-piperidin-4-yl}-3-trifluoromethyl-benzenesulfonamide). RXN SMILES: [C:1]([N:5]1[CH2:10][CH2:9][CH:8]([N:11]([CH:25]2[CH2:27][CH2:26]2)[S:12]([C:15]2[CH:20]=[CH:19][CH:18]=[C:17]([C:21]([F:24])([F:23])[F:22])[CH:16]=2)(=[O:14])=[O:13])[CH2:7][CH2:6]1)(=[O:4])[CH:2]=[CH2:3].[OH:28][CH:29]1[CH2:34][CH2:33][NH:32][CH2:31][CH2:30]1>>[CH:25]1([N:11]([CH:8]2[CH2:7][CH2:6][N:5]([C:1](=[O:4])[CH2:2][CH2:3][N:32]3[CH2:33][CH2:34][CH:29]([OH:28])[CH2:30][CH2:31]3)[CH2:10][CH2:9]2)[S:12]([C:15]2[CH:20]=[CH:19][CH:18]=[C:17]([C:21]([F:23])([F:22])[F:24])[CH:16]=2)(=[O:13])=[O:14])[CH2:26][CH2:27]1. Reported procedure: N-(1-Acryloyl-piperidin-4-yl)-N-cyclopropyl-3-trifluoromethyl-benzenesulfonamide (1) (125 mg, 0.31 mmol), 4-hydroxypiperidine (313 mg, 3.1 mmol) and ETOH (2.5 ml) were mixed together in a sealed tube and heated to 150° C. with microwave equipment for 30 min. After the reaction, the reaction mixture was evaporated in vacuum and the residue was purified by column chromatography on silica gel (CHCl3/MeOH/NH3 aq.=100/10/1) to afford the desired compound as free base, which was dissolved in AcOEt (2 ... As a reaction SMILES: [N:1]1([C:7]2[CH:16]=[CH:15][C:10]([C:11](OC)=[O:12])=[CH:9][N:8]=2)[CH2:6][CH2:5][CH2:4][CH2:3][CH2:2]1.C(O)C.O1CCCC1.O.[NH2:26][NH2:27]>O>[N:1]1([C:7]2[CH:16]=[CH:15][C:10]([C:11]([NH:26][NH2:27])=[O:12])=[CH:9][N:8]=2)[CH2:6][CH2:5][CH2:4][CH2:3][CH2:2]1 |f:3.4|. Yields the product N1(CCCCC1)C1=NC=C(C(=O)NN)C=C1 (6-(1-piperidyl)nicotinoylhydrazine). The solvent is O (water). Run at time 20 minute. Reported procedure: To a solution of methyl 6-(1-piperidyl)nicotinate (5.00 g) in a mixed solvent of ethanol (25 ml) and tetrahydrofuran (10 ml) was added hydrazine monohydrate (11.0 ml). The solution was refluxed for 6 hours, during which period additional hydrazine monohydrate (11.0 ml) was added to the mixture. After cooling to ambient temperature, the reaction mixture was added to water (100 ml) and then stirred for 20 minutes at ambient temperature. The resulting precipitates were filtered, washed with water, ... Starting materials: N1(CCCCC1)C1=NC=C(C(=O)OC)C=C1 (methyl 6-(1-piperidyl)nicotinate), C(C)O (ethanol), O1CCCC1 (tetrahydrofuran), O.NN (hydrazine monohydrate), O.NN (hydrazine monohydrate). Reactants: BrC1=CC=C2C=C(C(=C(C2=C1)C1=CC=C(C=C1)Cl)C(C(=O)OCC)OC(C)(C)C)C (ethyl 2-(7-bromo-1-(4-chlorophenyl)-3-methylnaphthalen-2-yl)-2-tert-butoxyacetate), C(#C)C1(CCCCC1)O (1-ethynylcyclohexanol), 2.6u. The solvent is CC#N.O (MeCN H2O). The product is C(C)(C)(C)OC(C(=O)O)C1=C(C2=CC(=CC=C2C=C1C)C#CC1(CCCCC1)O)C1=CC=C(C=C1)Cl (2-tert-butoxy-2-(1-(4-chlorophenyl)-7-((1-hydroxycyclohexyl)ethynyl)-3-methylnaphthalen-2-yl)acetic acid). RXN SMILES: Br[C:2]1[CH:11]=[C:10]2[C:5]([CH:6]=[C:7]([CH3:30])[C:8]([CH:19]([O:25][C:26]([CH3:29])([CH3:28])[CH3:27])[C:20]([O:22]CC)=[O:21])=[C:9]2[C:12]2[CH:17]=[CH:16][C:15]([Cl:18])=[CH:14][CH:13]=2)=[CH:4][CH:3]=1.[C:31]([C:33]1([OH:39])[CH2:38][CH2:37][CH2:36][CH2:35][CH2:34]1)#[CH:32]>CC#N.O>[C:26]([O:25][CH:19]([C:8]1[C:7]([CH3:30])=[CH:6][C:5]2[C:10](=[CH:11][C:2]([C:32]#[C:31][C:33]3([OH:39])[CH2:38][CH2:37][CH2:36][CH2:35][CH2:34]3)=[CH:3][CH:4]=2)[C:9]=1[C:12]1[CH:17]=[CH:16][C:15]([Cl:18])=[CH:14][CH:13]=1)[C:20]([OH:22])=[O:21])([CH3:28])([CH3:27])[CH3:29] |f:2.3|. Reported procedure: 2-tert-Butoxy-2-(1-(4-chlorophenyl)-7-((1-hydroxycyclohexyl)ethynyl)-3-methylnaphthalen-2-yl)acetic acid (83) was prepared by the method of Example 67 from ethyl 2-(7-bromo-1-(4-chlorophenyl)-3-methylnaphthalen-2-yl)-2-tert-butoxyacetate using 1-ethynylcyclohexanol. 1H-NMR: 400 MHz, (CD3OD) δ: 7.75 (d, J=8 Hz, 1H), 7.68 (s, 1H), 7.58 (m, 3H), 7.40 (d, J=8 Hz, 1H), 7.31 (d, J=8 Hz, 1H), 7.28 (s, 1H), 5.17 (s, 1H), 2.60 (s, 3H), 1.91 (m, 2H), 1.57-1.71 (m, 8H), 0.98 (s, 9H). HPLC (Kinetex 2.6u, 50... Reactants: C(C1=CC=CC=C1)[C@@H]1[C@@H](CN(CC1)CCS(=O)(=O)C1=CC=C(C=C1)O)O ((3S,4S)-4-[2-(4-benzyl-3-hydroxy-piperidin-1-yl)-ethanesulfonyl]-phenol), C(C)(C)(C)OC(=O)N(C)CC=1C=C(C(=O)O)C=CC1 (3-[(tert-butoxycarbonyl-methyl-amino)-methyl]-benzoic acid). Product: C(C1=CC=CC=C1)[C@@H]1[C@@H](CN(CC1)CCS(=O)(=O)C1=CC=C(C=C1)OC(C1=CC(=CC=C1)CN(C)C(=O)OC(C)(C)C)=O)O (3-[(tert-Butoxycarbonyl-methyl-amino)-methyl]-benzoic Acid (3S,4S)-4-[2-(4-benzyl-3-hydroxy-piperidin-1-yl)-ethanesulfonyl]-phenyl Ester). Isolated yield 70.0%. RXN SMILES: [CH2:1]([C@H:8]1[CH2:13][CH2:12][N:11]([CH2:14][CH2:15][S:16]([C:19]2[CH:24]=[CH:23][C:22]([OH:25])=[CH:21][CH:20]=2)(=[O:18])=[O:17])[CH2:10][C@H:9]1[OH:26])[C:2]1[CH:7]=[CH:6][CH:5]=[CH:4][CH:3]=1.[C:27]([O:31][C:32]([N:34]([CH2:36][C:37]1[CH:38]=[C:39]([CH:43]=[CH:44][CH:45]=1)[C:40](O)=[O:41])[CH3:35])=[O:33])([CH3:30])([CH3:29])[CH3:28]>>[CH2:1]([C@H:8]1[CH2:13][CH2:12][N:11]([CH2:14][CH2:15][S:16]([C:19]2[CH:24]=[CH:23][C:22]([O:25][C:40](=[O:41])[C:39]3[CH:43]=[CH:44][CH:45]=[C:37]([CH2:36][N:34]([C:32]([O:31][C:27]([CH3:29])([CH3:28])[CH3:30])=[O:33])[CH3:35])[CH:38]=3)=[CH:21][CH:20]=2)(=[O:18])=[O:17])[CH2:10][C@H:9]1[OH:26])[C:2]1[CH:7]=[CH:6][CH:5]=[CH:4][CH:3]=1. Reported procedure: The title compound was prepared from (3S,4S)-4-[2-(4-benzyl-3-hydroxy-piperidin-1-yl)-ethanesulfonyl]-phenol and 3-[(tert-butoxycarbonyl-methyl-amino)-methyl]-benzoic acid in 70% yield as a colorless gum. Reactants: CC(C)(C)OC(=O)NCCCNc1c([N+](=O)[O-])cnc2cc(Br)ccc12, CCOC(C)=O, ClCCl. Yields the product CC(C)(C)OC(=O)NCCCNc1c(N)cnc2cc(Br)ccc12. As a reaction SMILES: [Br:1][c:2]1[cH:3][cH:4][c:5]2[c:6]([NH:15][CH2:16][CH2:17][CH2:18][NH:19][C:20]([O:21][C:22]([CH3:23])([CH3:24])[CH3:25])=[O:26])[c:7]([N+:12]([O-:13])=[O:14])[cH:8][n:9][c:10]2[cH:11]1.[CH3:27][CH2:28][O:29][C:30](=[O:31])[CH3:32].[Cl:33][CH2:34][Cl:35]>>[Br:1][c:2]1[cH:3][cH:4][c:5]2[c:6]([NH:15][CH2:16][CH2:17][CH2:18][NH:19][C:20]([O:21][C:22]([CH3:23])([CH3:24])[CH3:25])=[O:26])[c:7]([NH2:12])[cH:8][n:9][c:10]2[cH:11]1.